Dataset: the Open Reaction Database (ORD), a public repository of structured organic reaction records. Task: describe an organic reaction: reactants, conditions, products, and yield Reactants: dimethyl ester, C1(CCC1)C(=O)N[C@@H](CCCCNC(=O)OCC1=CC=CC=C1)C(=O)NC(CC1=CC=CC=C1)P(OC)(OC)=O ([1-[[N2 -(Cyclobutylcarbonyl)-N6 -[(phenylmethoxy)carbonyl]-L-lysyl]amino]-2-phenylethyl]phosphonic acid, dimethyl ester), 1-[[N2 -(cyclobutylcarbonyl)-N6 -[(phenylmethoxy)carbonyl]-L-lysyl]-2-phenylethyl]phosphonic acid, C(C)(C)O (isopropanol), C[Si](C)(C)Br (trimethysilylbromide), N (ammonia). Run in ClCCl (dichloromethane), O (water). Reaction conditions: time 8 hour. Product: C1(CCC1)C(=O)N[C@@H](CCCCNC(=O)OCC1=CC=CC=C1)C(=O)NC(CC1=CC=CC=C1)P(O)(O)=O ([1[[N2 -(Cyclobutylcarbonyl)-N6 -[(phenylmethoxy)carbonyl]-L-lysyl]amino]-2-phenylethyl]phosphonic acid). RXN SMILES: [CH:1]1([C:5]([NH:7][C@H:8]([C:24]([NH:26][CH:27]([P:35](=[O:40])([O:38]C)[O:36]C)[CH2:28][C:29]2[CH:34]=[CH:33][CH:32]=[CH:31][CH:30]=2)=[O:25])[CH2:9][CH2:10][CH2:11][CH2:12][NH:13][C:14]([O:16][CH2:17][C:18]2[CH:23]=[CH:22][CH:21]=[CH:20][CH:19]=2)=[O:15])=[O:6])[CH2:4][CH2:3][CH2:2]1.C[Si](Br)(C)C.C(O)(C)C.N>ClCCl.O>[CH:1]1([C:5]([NH:7][C@H:8]([C:24]([NH:26][CH:27]([P:35](=[O:36])([OH:40])[OH:38])[CH2:28][C:29]2[CH:34]=[CH:33][CH:32]=[CH:31][CH:30]=2)=[O:25])[CH2:9][CH2:10][CH2:11][CH2:12][NH:13][C:14]([O:16][CH2:17][C:18]2[CH:19]=[CH:20][CH:21]=[CH:22][CH:23]=2)=[O:15])=[O:6])[CH2:4][CH2:3][CH2:2]1. Reported procedure: The dimethyl ester product from part (e) (1.04 g., 1.81 mmole) is dissolved in dichloromethane (10 ml.) and treated with trimethysilylbromide (0.52 ml., 605 mg., 3.96 mmole). The mixture is stirred under argon overnight then concentrated in vacuo. Dioxane (15 ml.) and water (5 ml.) are added and the resulting mixture is stirred for 15 minutes and then concentrated. Residual water is chased three times with acetonitrile (20 ml.) giving 1.06 g. of [1-[[N2 -(cyclobutylcarbonyl)-N6 -[(phenylmethoxy)... Starting materials: [H][H], Nc1ccc([N+](=O)[O-])cc1S(N)(=O)=O, C1CCOC1. Product: Nc1ccc(N)c(S(N)(=O)=O)c1. RXN SMILES: [H:15][H:16].[NH2:1][c:2]1[c:3]([S:11](=[O:12])(=[O:13])[NH2:14])[cH:4][c:5]([N+:8]([O-:9])=[O:10])[cH:6][cH:7]1.[O:17]1[CH2:18][CH2:19][CH2:20][CH2:21]1>>[NH2:1][c:2]1[c:3]([S:11](=[O:12])(=[O:13])[NH2:14])[cH:4][c:5]([NH2:8])[cH:6][cH:7]1. Reactants: C(CCC)(=O)C=1C=NC2=C(C=CC=C2C1Cl)C (3-Butyryl-4-chloro-8-methylquinoline), CC1=C(N)C(=CC=C1)C (2,6-dimethylaniline). The solvent is O1CCOCC1 (dioxan). The product is C(CCC)(=O)C=1C=NC2=C(C=CC=C2C1NC1=C(C=CC=C1C)C)C (3-butyryl-4-(2,6-dimethylphenylamino)-8-methylquinoline). As a reaction SMILES: [C:1]([C:6]1[CH:7]=[N:8][C:9]2[C:14]([C:15]=1Cl)=[CH:13][CH:12]=[CH:11][C:10]=2[CH3:17])(=[O:5])[CH2:2][CH2:3][CH3:4].[CH3:18][C:19]1[CH:25]=[CH:24][CH:23]=[C:22]([CH3:26])[C:20]=1[NH2:21]>O1CCOCC1>[C:1]([C:6]1[CH:7]=[N:8][C:9]2[C:14]([C:15]=1[NH:21][C:20]1[C:22]([CH3:26])=[CH:23][CH:24]=[CH:25][C:19]=1[CH3:18])=[CH:13][CH:12]=[CH:11][C:10]=2[CH3:17])(=[O:5])[CH2:2][CH2:3][CH3:4]. Procedure: 3-Butyryl-4-chloro-8-methylquinoline (2.48 g, 10 mmol) and 2,6-dimethylaniline (1.85 ml, 15 mmol) in dioxan (10 ml) were healed at reflux for 30 minutes, then the solvent evaporated and the product converted to free base. Recrystallisation from aqueous ethanol gave 3-butyryl-4-(2,6-dimethylphenylamino)-8-methylquinoline, m.p. 100°-101°. Starting materials: N12CCCCCC2=NCCC1 (1,8-Diazabicyclo[5.4.0]undec-7-ene), Cl.NCC1=C2C(N(C(C2=CC=C1)=O)C1C(NC(CC1)=O)=O)=O (4-aminomethyl-2-(2,6-dioxo-piperidin-3-yl)-isoindole-1,3-dione hydrochloride), O=C1N(C(CC1)=O)OC(NC1=NC=CC=C1)=O (pyridin-2-yl-carbamic acid 2,5-dioxo-pyrrolidin-1-yl ester). The solvent is C(C)#N (acetonitrile). Run at time 30 minute. Yields the product O=C1NC(CCC1N1C(C2=CC=CC(=C2C1=O)CNC(=O)NC1=NC=CC=C1)=O)=O (1-[2-(2,6-dioxo-piperidin-3-yl)-1,3-dioxo-2,3-dihydro-1H-isoindol-4-ylmethyl]-3-pyridin-2-yl-urea). The yield is 61.4%. As a reaction SMILES: N12CCCN=C1CCCCC2.Cl.[NH2:13][CH2:14][C:15]1[CH:23]=[CH:22][CH:21]=[C:20]2[C:16]=1[C:17](=[O:33])[N:18]([CH:25]1[CH2:30][CH2:29][C:28](=[O:31])[NH:27][C:26]1=[O:32])[C:19]2=[O:24].O=C1CCC(=O)N1[O:41][C:42](=O)[NH:43][C:44]1[CH:49]=[CH:48][CH:47]=[CH:46][N:45]=1>C(#N)C>[O:32]=[C:26]1[CH:25]([N:18]2[C:17](=[O:33])[C:16]3[C:20](=[CH:21][CH:22]=[CH:23][C:15]=3[CH2:14][NH:13][C:42]([NH:43][C:44]3[CH:49]=[CH:48][CH:47]=[CH:46][N:45]=3)=[O:41])[C:19]2=[O:24])[CH2:30][CH2:29][C:28](=[O:31])[NH:27]1 |f:1.2|. Procedure: 1,8-Diazabicyclo[5.4.0]undec-7-ene (0.4 g, 2.4 mmol) was added to a stirred suspension of 4-aminomethyl-2-(2,6-dioxo-piperidin-3-yl)-isoindole-1,3-dione hydrochloride (0.7 g, 2.0 mmol) in acetonitrile (50 mL). After stirring for 30 minutes, pyridin-2-yl-carbamic acid 2,5-dioxo-pyrrolidin-1-yl ester (0.7 g, 3.0 mmol) was added, and the mixture was stirred at room temperature overnight. The solid was collected and slurried with hot acetone (20 mL) to give 1-[2-(2,6-dioxo-piperidin-3-yl)-1,3-dioxo-... Starting materials: BrCCCCCN1C(NC(=C1C1=CC(=C(C=C1)F)F)C(=O)OC)=O (1-(5-bromopent-1-yl)-5-(3,4-difluorophenyl)-2,3-dihydro-4-methoxycarbonyl-2(1H)-imidazolone), COC(=O)C1(CCNCC1)C1=CC=CC=C1 (4-methoxycarbonyl-4-phenylpiperidine), C([O-])([O-])=O.[K+].[K+] (potassium carbonate), [I-].[Na+] (sodium iodide). The solvent is O1CCOCC1 (dioxane). Yields the product COC(=O)C1(CCN(CC1)CCCCCN1C(NC(=C1C1=CC(=C(C=C1)F)F)C(=O)OC)=O)C1=CC=CC=C1 (1-(5-(4-Methoxycarbonyl-4-phenylpiperidin-1-yl)pent-1-yl)-4-methoxycarbonyl-5-(3,4-difluorophenyl)-2,3-dihydro-2(1H)-imidazolone). The yield is 49.3%. As a reaction SMILES: Br[CH2:2][CH2:3][CH2:4][CH2:5][CH2:6][N:7]1[C:11]([C:12]2[CH:17]=[CH:16][C:15]([F:18])=[C:14]([F:19])[CH:13]=2)=[C:10]([C:20]([O:22][CH3:23])=[O:21])[NH:9][C:8]1=[O:24].[CH3:25][O:26][C:27]([C:29]1([C:35]2[CH:40]=[CH:39][CH:38]=[CH:37][CH:36]=2)[CH2:34][CH2:33][NH:32][CH2:31][CH2:30]1)=[O:28].C(=O)([O-])[O-].[K+].[K+].[I-].[Na+]>O1CCOCC1>[CH3:25][O:26][C:27]([C:29]1([C:35]2[CH:40]=[CH:39][CH:38]=[CH:37][CH:36]=2)[CH2:30][CH2:31][N:32]([CH2:2][CH2:3][CH2:4][CH2:5][CH2:6][N:7]2[C:11]([C:12]3[CH:17]=[CH:16][C:15]([F:18])=[C:14]([F:19])[CH:13]=3)=[C:10]([C:20]([O:22][CH3:23])=[O:21])[NH:9][C:8]2=[O:24])[CH2:33][CH2:34]1)=[O:28] |f:2.3.4,5.6|. Reported procedure: To a stirred solution of 1-(5-bromopent-1-yl)-5-(3,4-difluorophenyl)-2,3-dihydro-4-methoxycarbonyl-2(1H)-imidazolone (0.357 g, 0.88 mmol) in dioxane (10 mL) was added 4-methoxycarbonyl-4-phenylpiperidine (0.388 g, 1.77 mmol), potassium carbonate (0.544 g, 2.65 mmol) and sodium iodide (0. g, 1.77 mmol), and the mixture refluxed for 24 hours. The reaction mixture was cooled to room temperature, concentrated and partitioned between chloroform (40 mL) and water (5 mL). The organic layer was dried ov... The reactants are FC1=CC=C(C=C1)NC(=O)C=1C=NC(=NC1)OCC(=O)O ([5-(4-fluorophenylcarbamoyl)pyrimidin-2-yloxy]acetic acid), C(C)(C)(C)O (tert-butyl alcohol), alcohol, C(C)(=O)OCC (ethyl acetate). Solvent: CCCCCC (hexane). Yields the product C(C)(C)(C)OC(COC1=NC=C(C=N1)C(NC1=CC=C(C=C1)F)=O)=O ([5-(4-Fluorophenylcarbamoyl)pyrimidin-2-yloxy]acetic acid tert-butyl ester). Isolated yield 8.0%. As a reaction SMILES: [F:1][C:2]1[CH:7]=[CH:6][C:5]([NH:8][C:9]([C:11]2[CH:12]=[N:13][C:14]([O:17][CH2:18][C:19]([OH:21])=[O:20])=[N:15][CH:16]=2)=[O:10])=[CH:4][CH:3]=1.[C:22](O)([CH3:25])([CH3:24])[CH3:23].C(OCC)(=O)C>CCCCCC>[C:22]([O:20][C:19](=[O:21])[CH2:18][O:17][C:14]1[N:13]=[CH:12][C:11]([C:9](=[O:10])[NH:8][C:5]2[CH:4]=[CH:3][C:2]([F:1])=[CH:7][CH:6]=2)=[CH:16][N:15]=1)([CH3:25])([CH3:24])[CH3:23]. Procedure: The titled compound was prepared from [5-(4-fluorophenylcarbamoyl)pyrimidin-2-yloxy]acetic acid using tert-butyl alcohol (9.6 mg, 0.13 mmol) as the source alcohol. Chromatography (1:1 ethyl acetate:hexane) through SiO2 yielded 5 mg (8%) of the titled compound. ESI-MS m/z 348 (MH+), 346 (M−H−).